This data is from the Open Reaction Database (ORD), a public repository of structured organic reaction records. The task is: describe an organic reaction: reactants, conditions, products, and yield Starting materials: C(C=C)(=O)OCCCCCC(C)C (isooctyl acrylate), C(C=C)(=O)O (acrylic acid). Run in C(C)(=O)OCC (ethyl acetate). Product: C(C=C)(=O)OCCCCCC(C)C.C(C=C)(=O)O (Isooctyl Acrylate Acrylic Acid). RXN SMILES: [C:1]([O:5][CH2:6][CH2:7][CH2:8][CH2:9][CH2:10][CH:11]([CH3:13])[CH3:12])(=[O:4])[CH:2]=[CH2:3].[C:14]([OH:18])(=[O:17])[CH:15]=[CH2:16]>C(OCC)(=O)C>[C:1]([O:5][CH2:6][CH2:7][CH2:8][CH2:9][CH2:10][CH:11]([CH3:13])[CH3:12])(=[O:4])[CH:2]=[CH2:3].[C:14]([OH:18])(=[O:17])[CH:15]=[CH2:16] |f:3.4|. Procedure: This copolymer was prepared according to the method used to prepare the 90:10 copolymer except that the initial charge contained 20.4 g of isooctyl acrylate and 3.6 g of acrylic acid. The inherent viscosity in ethyl acetate was 0.606 deciliter/gram. Starting materials: ClC(=O)OC (methyl chloroformate), FC1=C(C=CC(=C1)F)C1=CC(=C(C=C1)O)C(=O)NC1=CC(=CC=C1)C(F)(F)F (2′,4′-difluoro-4-hydroxy-N-(3-(trifluoromethyl)phenyl)-[1,1′-biphenyl]-3-carboxamide), Cl (HCl). Solvent: O1CCCC1.N1=CC=CC=C1 (tetrahydrofuran pyridine). Conditions: time 10 hour. The product is FC1=C(C=CC(=C1)F)C=1C=CC2=C(C(N(C(O2)=O)C2=CC(=CC=C2)C(F)(F)F)=O)C1 (6-(2,4-difluorophenyl)-3-(3-(trifluoromethyl)phenyl)-2H-benzo[e][1,3]oxazine-2,4(3H)-dione). Yield: 13.0%. As a reaction SMILES: Cl[C:2]([O:4][CH3:5])=[O:3].[F:6][C:7]1[CH:12]=[C:11]([F:13])[CH:10]=[CH:9][C:8]=1[C:14]1[CH:19]=[CH:18]C(O)=[C:16]([C:21]([NH:23][C:24]2[CH:29]=[CH:28][CH:27]=[C:26]([C:30]([F:33])([F:32])[F:31])[CH:25]=2)=[O:22])[CH:15]=1.Cl>O1CCCC1.N1C=CC=CC=1>[F:6][C:7]1[CH:12]=[C:11]([F:13])[CH:10]=[CH:9][C:8]=1[C:14]1[CH:19]=[CH:18][C:5]2[O:4][C:2](=[O:3])[N:23]([C:24]3[CH:29]=[CH:28][CH:27]=[C:26]([C:30]([F:31])([F:32])[F:33])[CH:25]=3)[C:21](=[O:22])[C:16]=2[CH:15]=1 |f:3.4|. Reported procedure: A solution of methyl chloroformate (1.2 mL, 12 mmol) was added drop wised to a stirred solution of compound 6 (1.56 g, 4 mmol) in dry anhydrous tetrahydrofuran/pyridine (30 mL) at 0° C. The mixture was refluxed for 3 h. After 10 h stirring at room temperature, the pH value of the mixture was adjusted to pH=6 by 5% HCl(aq). The mixture was cooled to obtain crystalline compound on an ice bath for 2-3 h. After cooling, precipitated crystals were filtered off and washed with diluted HCl and water. T... Starting materials: CCOCC, C[Si](C)(C)C#CCCc1cn2cccc(Cl)c2n1. The product is C#CCCc1cn2cccc(Cl)c2n1. Reaction SMILES: [CH3:19][CH2:20][O:21][CH2:22][CH3:23].[Cl:1][c:2]1[c:3]2[n:4]([cH:5][cH:6][cH:7]1)[cH:8][c:9]([CH2:11][CH2:12][C:13]#[C:14][Si:15]([CH3:16])([CH3:17])[CH3:18])[n:10]2>>[Cl:1][c:2]1[c:3]2[n:4]([cH:5][cH:6][cH:7]1)[cH:8][c:9]([CH2:11][CH2:12][C:13]#[CH:14])[n:10]2. The reactants are COCOC1=CC=C(C=C1)C(C1=C(NC2=CC=CC=C12)C(=O)N1CCN(CC1)C1=C(C=CC=C1)Cl)C1=CC=C(C=C1)OCOC (1-{3-{Bis[4-(methoxymethoxy)phenyl]methyl}indol-2-ylcarbonyl}-4-(2-chlorophenyl)piperazine), Cl.O1CCN(CC1)CCCl (2-morpholinoethylchloride hydrochloride). The product is COCOC1=CC=C(C=C1)C(C1=C(N(C2=CC=CC=C12)CCN1CCOCC1)C(=O)N1CCN(CC1)C1=C(C=CC=C1)Cl)C1=CC=C(C=C1)OCOC (1-{3-{Bis[4-(methoxymethoxy)phenyl]methyl}-1-(2-morpholinoethyl)indol-2-ylcarbonyl}-4-(2-chlorophenyl)-piperazine). Yield: 89.0%. Reaction SMILES: [CH3:1][O:2][CH2:3][O:4][C:5]1[CH:10]=[CH:9][C:8]([CH:11]([C:36]2[CH:41]=[CH:40][C:39]([O:42][CH2:43][O:44][CH3:45])=[CH:38][CH:37]=2)[C:12]2[C:20]3[C:15](=[CH:16][CH:17]=[CH:18][CH:19]=3)[NH:14][C:13]=2[C:21]([N:23]2[CH2:28][CH2:27][N:26]([C:29]3[CH:34]=[CH:33][CH:32]=[CH:31][C:30]=3[Cl:35])[CH2:25][CH2:24]2)=[O:22])=[CH:7][CH:6]=1.Cl.[O:47]1[CH2:52][CH2:51][N:50]([CH2:53][CH2:54]Cl)[CH2:49][CH2:48]1>>[CH3:1][O:2][CH2:3][O:4][C:5]1[CH:6]=[CH:7][C:8]([CH:11]([C:36]2[CH:37]=[CH:38][C:39]([O:42][CH2:43][O:44][CH3:45])=[CH:40][CH:41]=2)[C:12]2[C:20]3[C:15](=[CH:16][CH:17]=[CH:18][CH:19]=3)[N:14]([CH2:54][CH2:53][N:50]3[CH2:51][CH2:52][O:47][CH2:48][CH2:49]3)[C:13]=2[C:21]([N:23]2[CH2:28][CH2:27][N:26]([C:29]3[CH:34]=[CH:33][CH:32]=[CH:31][C:30]=3[Cl:35])[CH2:25][CH2:24]2)=[O:22])=[CH:9][CH:10]=1 |f:1.2|. Procedure: Substantially the same procedure as in Example 2 was repeated using Compound 1 (2.0 g, 3.19 mmol) obtained in Example 1 and 2-morpholinoethylchloride hydrochloride (600 mg, 3.19 mmol) to give 2.1 g (yield: 89%) of the title compound. The reactants are C(OC)(OC)OC (trimethyl orthoformate), COC(OC)OC (trimethoxymethane), CC1(OC(CC(O1)=O)=O)C (2,2-dimethyl-1,3-dioxane-4,6-dione), COC1=CC=C(CN2N=C(C=C2N)C)C=C1 (1-(4-methoxybenzyl)-3-methyl-1H-pyrazol-5-amine). The product is COC1=CC=C(CN2N=C(C=C2NC=C2C(OC(OC2=O)(C)C)=O)C)C=C1 (5-((1-(4-methoxybenzyl)-3-methyl-1H-pyrazol-5-ylamino)methylene)-2,2-dimethyl-1,3-dioxane-4,6-dione). Reaction SMILES: [CH3:1]OC(OC)OC.[CH3:8][C:9]1([CH3:17])[O:14][C:13](=[O:15])[CH2:12][C:11](=[O:16])[O:10]1.[CH3:18][O:19][C:20]1[CH:33]=[CH:32][C:23]([CH2:24][N:25]2[C:29]([NH2:30])=[CH:28][C:27]([CH3:31])=[N:26]2)=[CH:22][CH:21]=1>>[CH3:18][O:19][C:20]1[CH:21]=[CH:22][C:23]([CH2:24][N:25]2[C:29]([NH:30][CH:1]=[C:12]3[C:13](=[O:15])[O:14][C:9]([CH3:17])([CH3:8])[O:10][C:11]3=[O:16])=[CH:28][C:27]([CH3:31])=[N:26]2)=[CH:32][CH:33]=1. Procedure details: A stirred mixture of trimethoxymethane (118 mL, 1077 mmol) and 2,2-dimethyl-1,3-dioxane-4,6-dione (Meldrum's acid) (15.5 g, 108 mmol) was heated under reflux for 1 hour. A suspension of 1-(4-methoxybenzyl)-3-methyl-1H-pyrazol-5-amine (23.4 g, 108 mmol; prepared according to the procedure described by Misra, R. N.; et al. Bioorg. Med. Chem. Lett. 2003, 13, 1133-1136) in trimethyl orthoformate (110 mL, 1075 mmol) was added at once, and the dark orange reaction was refluxed for 3 hours under N2. Af...